The task is: describe an organic reaction: reactants, conditions, products, and yield. This data is from the Open Reaction Database (ORD), a public repository of structured organic reaction records. Reactants: N1CCNCC1 (piperazine), ClC1=NC(=C(C(=O)CC(=O)OCC)C=C1F)NC1=C(C=C(C=C1)F)F (ethyl 2-[6-chloro-2-(2,4-difluorophenylamino)-5-fluoronicotinoyl]acetate), C(Cl)(Cl)Cl (chloroform), O (water). Solvent: C(C)O (ethanol), CCCCCC (n-hexane). Product: FC1=C(C=CC(=C1)F)NC1=C(C(=O)CC(=O)OCC)C=C(C(=N1)N1CCNCC1)F (ethyl 2-[2-(2,4-difluorophenylamino)-5-fluoro-6-(1-piperazinyl)nicotinoyl]acetate). Yield: 41.2%. RXN SMILES: [NH:1]1[CH2:6][CH2:5][NH:4][CH2:3][CH2:2]1.Cl[C:8]1[C:21]([F:22])=[CH:20][C:11]([C:12]([CH2:14][C:15]([O:17][CH2:18][CH3:19])=[O:16])=[O:13])=[C:10]([NH:23][C:24]2[CH:29]=[CH:28][C:27]([F:30])=[CH:26][C:25]=2[F:31])[N:9]=1.C(Cl)(Cl)Cl.O>C(O)C.CCCCCC>[F:31][C:25]1[CH:26]=[C:27]([F:30])[CH:28]=[CH:29][C:24]=1[NH:23][C:10]1[N:9]=[C:8]([N:1]2[CH2:6][CH2:5][NH:4][CH2:3][CH2:2]2)[C:21]([F:22])=[CH:20][C:11]=1[C:12]([CH2:14][C:15]([O:17][CH2:18][CH3:19])=[O:16])=[O:13]. Procedure details: In 1.5 ml of ethanol was dissolved 140 mg of anhydrous piperazine, and to the resulting solution was added 150 mg of ethyl 2-[6-chloro-2-(2,4-difluorophenylamino)-5-fluoronicotinoyl]acetate in portions, and the resulting mixture was subjected to reaction at room temperature for 30 minutes. Subsequently, the reaction mixture was added to a mixture of 5 ml of chloroform and 5 ml of water, and the organic layer was separated, washed successively with 3 ml of water and 3 ml of saturated aqueous sodi... The reactants are COc1cc(N2CCN(CCS(C)(=O)=O)C(C(C)C)C2)ccc1[N+](=O)[O-], CCO. Yields the product COc1cc(N2CCN(CCS(C)(=O)=O)C(C(C)C)C2)ccc1N. RXN SMILES: [CH3:1][CH:2]([CH3:3])[CH:4]1[N:5]([CH2:21][CH2:22][S:23](=[O:24])(=[O:25])[CH3:26])[CH2:6][CH2:7][N:8]([c:10]2[cH:11][c:12]([O:19][CH3:20])[c:13]([N+:16]([O-:17])=[O:18])[cH:14][cH:15]2)[CH2:9]1.[CH3:27][CH2:28][OH:29]>>[CH3:1][CH:2]([CH3:3])[CH:4]1[N:5]([CH2:21][CH2:22][S:23](=[O:24])(=[O:25])[CH3:26])[CH2:6][CH2:7][N:8]([c:10]2[cH:11][c:12]([O:19][CH3:20])[c:13]([NH2:16])[cH:14][cH:15]2)[CH2:9]1. Starting materials: CCO, [Na+], O, CCOC(=O)C(=NO)c1csc(N)n1, O=S([O-])O. The product is CCOC(=O)C(=O)c1csc(N)n1. As a reaction SMILES: [CH3:15][CH2:16][OH:17].[Na+:22].[OH2:23].[OH:1][N:2]=[C:3]([C:4](=[O:5])[O:6][CH2:7][CH3:8])[c:9]1[n:10][c:11]([NH2:14])[s:12][cH:13]1.[S:18](=[O:19])([OH:20])[O-:21]>>[C:3]([C:4](=[O:5])[O:6][CH2:7][CH3:8])([c:9]1[n:10][c:11]([NH2:14])[s:12][cH:13]1)=[O:17]. The reactants are Clc1ncc(Br)c(Cl)n1, CC(C)(C)OC(=O)N1CCC(O)C1, C1CCOC1, [H-], [Na+]. Yields the product CC(C)(C)OC(=O)N1CCC(Oc2nc(Cl)ncc2Br)C1. RXN SMILES: [Br:16][c:17]1[c:18]([Cl:24])[n:19][c:20]([Cl:23])[n:21][cH:22]1.[C:1](=[O:2])([O:3][C:4]([CH3:5])([CH3:6])[CH3:7])[N:8]1[CH2:9][CH:10]([OH:13])[CH2:11][CH2:12]1.[CH2:25]1[O:26][CH2:27][CH2:28][CH2:29]1.[H-:15].[Na+:14]>>[C:1](=[O:2])([O:3][C:4]([CH3:5])([CH3:6])[CH3:7])[N:8]1[CH2:9][CH:10]([O:13][c:18]2[c:17]([Br:16])[cH:22][n:21][c:20]([Cl:23])[n:19]2)[CH2:11][CH2:12]1. The reactants are COC(=O)C=1N(N=C(C1)NCC1=CC=C(C=C1)F)CC (2-ethyl-5-(4-fluoro-benzylamino)-2H-pyrazole-3-carboxylic acid methyl ester), [AlH4-].[Li+] (lithium tetrahydroaluminate), O.O.O.O.O.O.O.O.O.O.S(=O)(=O)([O-])[O-].[Na+].[Na+] (sodium sulfate decahydrate). Run in O1CCCC1 (tetrahydrofuran). Conditions: time 8 hour. Yields the product C(C)N1N=C(C=C1C=O)NCC1=CC=C(C=C1)F (2-ethyl-5-(4-fluoro-benzylamino)-2H-pyrazole-3-carbaldehyde). Reaction SMILES: C[O:2][C:3]([C:5]1[N:6]([CH2:19][CH3:20])[N:7]=[C:8]([NH:10][CH2:11][C:12]2[CH:17]=[CH:16][C:15]([F:18])=[CH:14][CH:13]=2)[CH:9]=1)=O.[AlH4-].[Li+].O.O.O.O.O.O.O.O.O.O.S([O-])([O-])(=O)=O.[Na+].[Na+]>O1CCCC1>[CH2:19]([N:6]1[C:5]([CH:3]=[O:2])=[CH:9][C:8]([NH:10][CH2:11][C:12]2[CH:13]=[CH:14][C:15]([F:18])=[CH:16][CH:17]=2)=[N:7]1)[CH3:20] |f:1.2,3.4.5.6.7.8.9.10.11.12.13.14.15|. Reported procedure: To 2-ethyl-5-(4-fluoro-benzylamino)-2H-pyrazole-3-carboxylic acid methyl ester (529, 1.00 g, 3.61 mol) in tetrahydrofuran (70.0 mL) under an atmosphere of nitrogen at room temperature, lithium tetrahydroaluminate (1.00M of in tetrahydrofuran, 10.00 mL) was slowly added. The reaction was stirred at room temperature overnight, followed by slowly adding sodium sulfate decahydrate (15.0 g). After 2 hours, the reaction was filtered, concentrated and purified with silica gel column chromatography elut... The reactants are COC1=C(C=CC(=C1)OC)C1=NNC2=C(C=CC=C12)F (3-(2,4-dimethoxyphenyl)-7-fluoro-1H-indazole), [H-].[Na+] (sodium hydride), C(C=C)Br (allyl bromide). Product: C(C=C)N1N=C2C(=CC=CC2=C1C1=C(C=C(C=C1)OC)OC)F (2-allyl-3-(2,4-dimethoxyphenyl)-7-fluoro-2H-indazole). The yield is 19.5%. RXN SMILES: [CH3:1][O:2][C:3]1[CH:8]=[C:7]([O:9][CH3:10])[CH:6]=[CH:5][C:4]=1[C:11]1[C:19]2[C:14](=[C:15]([F:20])[CH:16]=[CH:17][CH:18]=2)[NH:13][N:12]=1.[H-].[Na+].[CH2:23](Br)[CH:24]=[CH2:25]>>[CH2:25]([N:12]1[C:11]([C:4]2[CH:5]=[CH:6][C:7]([O:9][CH3:10])=[CH:8][C:3]=2[O:2][CH3:1])=[C:19]2[C:14]([C:15]([F:20])=[CH:16][CH:17]=[CH:18]2)=[N:13]1)[CH:24]=[CH2:23] |f:1.2|. Procedure: Prepared according to Method D step B from 3-(2,4-dimethoxyphenyl)-7-fluoro-1H-indazole (0.300 g, 1.10 mmol), sodium hydride (60% in oil, 0.058 g, 1.50 mmol) and allyl bromide (0.173 mL, 2.00 mmol) to give the title compound (0.067 g) as a white solid. Starting materials: O=C([O-])[O-], CC1(C)CCNc2ccccc21, [K+], O=[N+]([O-])[O-], [Na+], [Na+], O, O=S(=O)(O)O. Yields the product CC1(C)CCNc2cc([N+](=O)[O-])ccc21. Reaction SMILES: [C:19](=[O:20])([O-:21])[O-:22].[CH3:1][C:2]1([CH3:12])[CH2:3][CH2:4][NH:5][c:6]2[cH:7][cH:8][cH:9][cH:10][c:11]21.[K+:17].[N+:13](=[O:14])([O-:15])[O-:16].[Na+:23].[Na+:24].[OH2:18].[S:25](=[O:26])(=[O:27])([OH:28])[OH:29]>>[CH3:1][C:2]1([CH3:12])[CH2:3][CH2:4][NH:5][c:6]2[cH:7][c:8]([N+:13](=[O:14])[O-:15])[cH:9][cH:10][c:11]21.